From a dataset of the Open Reaction Database (ORD), a public repository of structured organic reaction records. describe an organic reaction: reactants, conditions, products, and yield Starting materials: COc1ccc(CN(Cc2ccc(OC)cc2)c2nc(C)nc(-c3cccnc3Nc3ccc4nc(C)ccc4c3)n2)cc1, O=C(O)C(F)(F)F. Product: Cc1ccc2cc(Nc3ncccc3-c3nc(C)nc(N)n3)ccc2n1. RXN SMILES: [CH3:1][O:2][c:3]1[cH:4][cH:5][c:6]([CH2:7][N:8]([c:9]2[n:10][c:11](-[c:16]3[c:17]([NH:22][c:23]4[cH:24][c:25]5[cH:26][cH:27][c:28]([CH3:33])[n:29][c:30]5[cH:31][cH:32]4)[n:18][cH:19][cH:20][cH:21]3)[n:12][c:13]([CH3:15])[n:14]2)[CH2:34][c:35]2[cH:36][cH:37][c:38]([O:39][CH3:40])[cH:41][cH:42]2)[cH:43][cH:44]1.[F:45][C:46]([F:47])([F:48])[C:49]([OH:50])=[O:51]>>[NH2:8][c:9]1[n:10][c:11](-[c:16]2[c:17]([NH:22][c:23]3[cH:24][c:25]4[cH:26][cH:27][c:28]([CH3:33])[n:29][c:30]4[cH:31][cH:32]3)[n:18][cH:19][cH:20][cH:21]2)[n:12][c:13]([CH3:15])[n:14]1. The reactants are C1(=CC=CC=C1)C=C1CS(CC(C1=O)=CC1=CC=CC=C1)(=O)=O (tetrahydro-3,5-bis-(phenylmethylene)-4H-thiopyran-4-one-1,1-dioxide), C(CC)NN (n-propyl hydrazine), crude material. Run in CO (methanol), C(Cl)(Cl)(Cl)Cl (carbon tetrachloride). The product is C1(=CC=CC=C1)C1C2C(=NN1CCC)C(CS(C2)(=O)=O)=CC2=CC=CC=C2 (2,3,3a,4,6,7-Hexahydro-3-phenyl-7-(phenylmethylene)-2-propylthiopyrano[4,3-c]pyrazole-5,5-dioxide). Isolated yield 48.7%. RXN SMILES: [C:1]1([CH:7]=[C:8]2[C:13](=O)[C:12](=[CH:15][C:16]3[CH:21]=[CH:20][CH:19]=[CH:18][CH:17]=3)[CH2:11][S:10](=[O:23])(=[O:22])[CH2:9]2)[CH:6]=[CH:5][CH:4]=[CH:3][CH:2]=1.[CH2:24]([NH:27][NH2:28])[CH2:25][CH3:26]>CO.C(Cl)(Cl)(Cl)Cl>[C:1]1([CH:7]2[N:27]([CH2:24][CH2:25][CH3:26])[N:28]=[C:13]3[C:12](=[CH:15][C:16]4[CH:21]=[CH:20][CH:19]=[CH:18][CH:17]=4)[CH2:11][S:10](=[O:23])(=[O:22])[CH2:9][CH:8]23)[CH:6]=[CH:5][CH:4]=[CH:3][CH:2]=1. Procedure: A mixture of 3.24g of tetrahydro-3,5-bis-(phenylmethylene)-4H-thiopyran-4-one-1,1-dioxide and 0.6g of n-propyl hydrazine in 100ml of absolute methanol is heated at reflux temperature for 2 hours. The mixture is allowed to cool, and is then filtered to give 2.8g of crude product. The crude material is stirred for about 16 hours in 200ml of carbon tetrachloride and filtered. The mother liquor is concentrated in vacuo and the residue is crystallized from methanol to give 1.5g of the title compound,... RXN SMILES: [CH2:1]([O:8][C:9]1[CH:21]=[C:20]2[C:12]([C:13]3[CH:14]=[CH:15][C:16]([OH:22])=[CH:17][C:18]=3[NH:19]2)=[CH:11][CH:10]=1)[C:2]1C=CC=CC=1.C(=O)([O-])[O-].[Cs+].[Cs+].BrCC[F:32]>CN(C=O)C.O.C(O)(=O)C.[Pd]>[F:32][CH2:2][CH2:1][O:8][C:9]1[CH:21]=[C:20]2[C:12]([C:13]3[CH:14]=[CH:15][C:16]([OH:22])=[CH:17][C:18]=3[NH:19]2)=[CH:11][CH:10]=1 |f:1.2.3|. Solvent: O (water), CN(C)C=O (DMF). The yield is 31.2%. The reactants are C([O-])([O-])=O.[Cs+].[Cs+] (cesium carbonate), BrCCF (1-bromo-2-fluoroethane), C(C1=CC=CC=C1)OC1=CC=C2C=3C=CC(=CC3NC2=C1)O (7-(benzyloxy)-9H-carbazol-2-ol). Yields the product FCCOC1=CC=C2C=3C=CC(=CC3NC2=C1)O (7-(2-fluoroethoxy)-9H-carbazol-2-ol). Reaction conditions: time 15 hour. The reagents and catalysts are C(C)(=O)O (acetic acid), [Pd] (Pd/C). Procedure: To a round bottom flask containing Compound 8 (50 mg, 0.17 mmol) in DMF (1 ml), was added cesium carbonate (62 mg, 0.19 mmol) and 1-bromo-2-fluoroethane (33 mg, 0.26 mmol). The reaction was stirred at rt for 15 h and then diluted with water (15 mL). White precipitate (50 mg) was collected via filtration and dried in vacu. The solid was dissolved in MeOH (10 mL). To the reaction, was added Pd/C (30 mg) and acetic acid (5 drops). The mixture was stirred under hydrogen (1 atm) atmosphere for 20 h a... The reactants are COC(=O)c1ccc(CBr)cc1, CCCCc1nc2c([nH]1)CC(C(=O)O)N(C(=O)C(c1ccccc1)c1ccccc1)C2, [K+], [K+], O=C([O-])[O-], CN(C)C=O, O. Yields the product CCCCc1nc2c(n1Cc1ccc(C(=O)OC)cc1)CC(C(=O)O)N(C(=O)C(c1ccccc1)c1ccccc1)C2. Reaction SMILES: [Br:1][CH2:2][c:3]1[cH:4][cH:5][c:6]([C:7](=[O:8])[O:9][CH3:10])[cH:11][cH:12]1.[CH2:19]([CH2:20][CH2:21][CH3:22])[c:23]1[nH:24][c:25]2[c:26]([n:49]1)[CH2:27][N:28]([C:34]([CH:35]([c:36]1[cH:37][cH:38][cH:39][cH:40][cH:41]1)[c:42]1[cH:43][cH:44][cH:45][cH:46][cH:47]1)=[O:48])[CH:29]([C:31](=[O:32])[OH:33])[CH2:30]2.[K+:13].[K+:14].[O-:15][C:16]([O-:17])=[O:18].[O:51]=[CH:52][N:53]([CH3:54])[CH3:55].[OH2:50]>>[CH2:2]([c:3]1[cH:4][cH:5][c:6]([C:7](=[O:8])[O:9][CH3:10])[cH:11][cH:12]1)[n:24]1[c:23]([CH2:19][CH2:20][CH2:21][CH3:22])[n:49][c:26]2[c:25]1[CH2:30][CH:29]([C:31](=[O:32])[OH:33])[N:28]([C:34]([CH:35]([c:36]1[cH:37][cH:38][cH:39][cH:40][cH:41]1)[c:42]1[cH:43][cH:44][cH:45][cH:46][cH:47]1)=[O:48])[CH2:27]2. Reactants: Cc1cc(C)c(N=C=S)c(C)c1, CCCN(CCC)c1ccc(C)c(N)c1, CO. The product is CCCN(CCC)c1ccc(C)c(NC(=S)Nc2c(C)cc(C)cc2C)c1. Reaction SMILES: [CH3:16][c:17]1[c:18]([N:25]=[C:26]=[S:27])[c:19]([CH3:24])[cH:20][c:21]([CH3:23])[cH:22]1.[CH3:1][c:2]1[c:3]([NH2:15])[cH:4][c:5]([N:8]([CH2:9][CH2:10][CH3:11])[CH2:12][CH2:13][CH3:14])[cH:6][cH:7]1.[CH3:28][OH:29]>>[CH3:1][c:2]1[c:3]([NH:15][C:26]([NH:25][c:18]2[c:17]([CH3:16])[cH:22][c:21]([CH3:23])[cH:20][c:19]2[CH3:24])=[S:27])[cH:4][c:5]([N:8]([CH2:9][CH2:10][CH3:11])[CH2:12][CH2:13][CH3:14])[cH:6][cH:7]1. Yields the product [N+](=O)([O-])C1=CC=C(C=C1)N1[C@@H](CCC1=O)C(=O)O ((S)-1-(4-nitro-phenyl)-5-oxo-pyrrolidine-2-carboxylic acid). The reactants are C(C)(C)(C)OC(=O)[C@H]1N(C(CC1)=O)C1=CC=C(C=C1)[N+](=O)[O-] ((S)-1-(4-nitro-phenyl)-5-oxo-pyrrolidine-2-carboxylic acid tert-butyl ester), FC(C(=O)O)(F)F (trifluoroacetic acid). Procedure: (S)-1-(4-nitro-phenyl)-5-oxo-pyrrolidine-2-carboxylic acid tert-butyl ester (800 mg, 2.6 mmol) is treated with trifluoroacetic acid (5 mL) at room temperature. After 1 h trifluoroacetic acid is evaporated in vacuo and the concentrate treated with ice/water. Precipitated light brownish solid is filtered washed with water and dried to give the title compound, ESI m/z 251 [M+H]+. RXN SMILES: C([O:5][C:6]([C@@H:8]1[CH2:12][CH2:11][C:10](=[O:13])[N:9]1[C:14]1[CH:19]=[CH:18][C:17]([N+:20]([O-:22])=[O:21])=[CH:16][CH:15]=1)=[O:7])(C)(C)C.FC(F)(F)C(O)=O>>[N+:20]([C:17]1[CH:16]=[CH:15][C:14]([N:9]2[C:10](=[O:13])[CH2:11][CH2:12][C@H:8]2[C:6]([OH:7])=[O:5])=[CH:19][CH:18]=1)([O-:22])=[O:21]. Reagents/catalysts: [Pd].[C] (Pd carbon). Solvent: C1CCOC1.CO (THF methanol). Reactants: C(C1=CC=CC=C1)OC=1C=C2C(CC(OC2=CC1)(C)C)N(S(=O)(=O)C)CC (N-[6-benzyloxy-2,2-dimethylchroman-4-yl]-N-ethylmethanesulfonamide). Product: CC1(OC2=CC=C(C=C2C(C1)N(S(=O)(=O)C)CC)O)C (N-[2,2-Dimethyl-6-hydroxychroman-4-yl]-N-ethylmethanesulfonamide). Reaction SMILES: C([O:8][C:9]1[CH:10]=[C:11]2[C:16](=[CH:17][CH:18]=1)[O:15][C:14]([CH3:20])([CH3:19])[CH2:13][CH:12]2[N:21]([CH2:26][CH3:27])[S:22]([CH3:25])(=[O:24])=[O:23])C1C=CC=CC=1>C1COCC1.CO.[Pd].[C]>[CH3:20][C:14]1([CH3:19])[CH2:13][CH:12]([N:21]([CH2:26][CH3:27])[S:22]([CH3:25])(=[O:24])=[O:23])[C:11]2[C:16](=[CH:17][CH:18]=[C:9]([OH:8])[CH:10]=2)[O:15]1 |f:1.2,3.4|. Reported procedure: 12 g of N-[6-benzyloxy-2,2-dimethylchroman-4-yl]-N-ethylmethanesulfonamide were dissolved in 250 ml of THF/methanol (1:1) and hydrogenated in a shaking duck using Pd/carbon. After absorption of hydrogen was complete, the catalyst was filtered off with suction, the filtrate was concentrated and the residue was crystallized using diisopropyl ether, 7.7 g, m.p. 169-170° C. Starting materials: ClC1=CC=CC(=C1CN1C(=CC=C1)C(O)C1CCN(CC1)C)F ([1-(6-chloro-2-fluorobenzyl)-2-pyrryl](1-methylpiperidin-4-yl)methanol), CC(C)([O-])C.[K+] (potassium tert-butoxide). Solvent: O1CCCC1 (tetrahydrofuran). Reaction conditions: temperature 50 celsius, time 0.5 hour. Product: ClC1=CC=CC2=C1CN1C(C(O2)C2CCN(CC2)C)=CC=C1 (6-Chloro-11-[(1-methyl)piperidin-4-yl]-5H,11H-pyrrolo[2,1-c][1,4]benzoxazepine). Reaction SMILES: [Cl:1][C:2]1[C:7]([CH2:8][N:9]2[CH:13]=[CH:12][CH:11]=[C:10]2[CH:14]([CH:16]2[CH2:21][CH2:20][N:19]([CH3:22])[CH2:18][CH2:17]2)[OH:15])=[C:6](F)[CH:5]=[CH:4][CH:3]=1.CC(C)([O-])C.[K+]>O1CCCC1>[Cl:1][C:2]1[C:7]2[CH2:8][N:9]3[CH:13]=[CH:12][CH:11]=[C:10]3[CH:14]([CH:16]3[CH2:21][CH2:20][N:19]([CH3:22])[CH2:18][CH2:17]3)[O:15][C:6]=2[CH:5]=[CH:4][CH:3]=1 |f:1.2|. Reported procedure: To a solution of [1-(6-chloro-2-fluorobenzyl)-2-pyrryl](1-methylpiperidin-4-yl)methanol (25.1 g; 0.075 mole) in 230 ml of tetrahydrofuran was added potassium tert-butoxide (9.2 g; 0.082 mole). This was stirred for 0.5 hour at 50° C.